Dataset: the Open Reaction Database (ORD), a public repository of structured organic reaction records. Task: describe an organic reaction: reactants, conditions, products, and yield Yields the product C(C)(C)N1CCC(CC1)(C1=CC=CC=C1)OC1=CC=C(C=C1)[N+](=O)[O-] (1-Isopropyl-4-(4-nitrophenoxy)-4-phenylpiperidine). Starting materials: [N+](=O)([O-])C1=CC=C(OC2(CCNCC2)C2=CC=CC=C2)C=C1 (4-(4-nitrophenoxy)-4-phenylpiperidine), C([O-])([O-])=O.[K+].[K+] (potassium carbonate), C(C)(C)Br (isopropyl bromide). RXN SMILES: [N+:1]([C:4]1[CH:22]=[CH:21][C:7]([O:8][C:9]2([C:15]3[CH:20]=[CH:19][CH:18]=[CH:17][CH:16]=3)[CH2:14][CH2:13][NH:12][CH2:11][CH2:10]2)=[CH:6][CH:5]=1)([O-:3])=[O:2].C(=O)([O-])[O-].[K+].[K+].[CH:29](Br)([CH3:31])[CH3:30]>CC(CC)=O>[CH:29]([N:12]1[CH2:11][CH2:10][C:9]([O:8][C:7]2[CH:6]=[CH:5][C:4]([N+:1]([O-:3])=[O:2])=[CH:22][CH:21]=2)([C:15]2[CH:20]=[CH:19][CH:18]=[CH:17][CH:16]=2)[CH2:14][CH2:13]1)([CH3:31])[CH3:30] |f:1.2.3|. Procedure details: 6.0 g of 4-(4-nitrophenoxy)-4-phenylpiperidine, 2.8 g of potassium carbonate and 3.0 g of isopropyl bromide are boiled under reflux in 50 ml of ethyl methyl ketone for 24 hours. The solvent is evaporated off, the residue is taken up in 100 ml of water, and the aqueous mixture is extracted with 100 ml of diethyl ether. The organic phase is dried over sodium sulfate, filtered over active charcoal and concentrated. 5.2 g of the title compound remain as a viscous, pale yellow oil. The solvent is CC(=O)CC (ethyl methyl ketone).